From a dataset of the Open Reaction Database (ORD), a public repository of structured organic reaction records. describe an organic reaction: reactants, conditions, products, and yield The reactants are C(C)OC(C1=NC(=NN1C)CC)OCC (5-(diethoxymethyl)-3-ethyl-1-methyl-1H-1,2,4-triazole), Cl (HCl). Yields the product O.Cl.C(C)C1=NN(C(=N1)C=O)C (3-Ethyl-1-methyl-1H-1,2,4-triazole-5-carbaldehyde hydrochloride hydrate). Isolated yield 59.0%. As a reaction SMILES: C([O:3][CH:4](OCC)[C:5]1[N:9]([CH3:10])[N:8]=[C:7]([CH2:11][CH3:12])[N:6]=1)C.[ClH:16]>>[OH2:3].[ClH:16].[CH2:11]([C:7]1[N:6]=[C:5]([CH:4]=[O:3])[N:9]([CH3:10])[N:8]=1)[CH3:12] |f:2.3.4|. Reported procedure: A solution of 5-(diethoxymethyl)-3-ethyl-1-methyl-1H-1,2,4-triazole from Step 3 (35.6 g, 0.167 mol) in 3.6 M HCl (150 mL) was heated (60° C.) for 10 h, then evaporated to dryness. The residual oil was washed with THF (3×100 mL), then treated with dry acetone (200 mL) causing crystallization. The product was filtered and dried, affording 18.8 g (59%) of the title product. Satisfactory C,H,N-analysis was obtained. The compound was observed by 1H NMR to be a 60:40 mixture of non-covalent (free alde... Starting materials: C(CCC)S(=O)(=O)N[C@H](C(=O)OC(C)(C)C)CC1=CC=C(C=C1)NC(=O)NC(C1=CC=C(C=C1)C(N)=S)=O (t-butyl (2S)-2-(n-butylsulphonylamino)-3-[4-[3-(4-thiocarbamoylbenzoyl)ureido]phenyl]propionate), IC (iodomethane), CC(=O)C (acetone), resultant product, C(C)(=O)[O-].[NH4+] (ammonium acetate). Solvent: ClCCl (dichloromethane), CO (methanol). The product is C(C)(=O)O.C(CCC)S(=O)(=O)N[C@H](C(=O)OC(C)(C)C)CC1=CC=C(C=C1)NC(=O)NC(C1=CC=C(C=C1)C(N)=N)=O (t-Butyl (2S)-2-(n-butylsulphonylamino)-3-[4-[3-(4-amidinobenzoyl)ureido]phenyl]propionate, acetate salt). The yield is 104.5%. RXN SMILES: [CH2:1]([S:5]([NH:8][C@@H:9]([CH2:17][C:18]1[CH:23]=[CH:22][C:21]([NH:24][C:25]([NH:27][C:28](=[O:38])[C:29]2[CH:34]=[CH:33][C:32]([C:35](=S)[NH2:36])=[CH:31][CH:30]=2)=[O:26])=[CH:20][CH:19]=1)[C:10]([O:12][C:13]([CH3:16])([CH3:15])[CH3:14])=[O:11])(=[O:7])=[O:6])[CH2:2][CH2:3][CH3:4].IC.CC(C)=O.C([O-])(=O)C.[NH4+:49]>ClCCl.CO>[C:10]([OH:12])(=[O:11])[CH3:9].[CH2:1]([S:5]([NH:8][C@@H:9]([CH2:17][C:18]1[CH:23]=[CH:22][C:21]([NH:24][C:25]([NH:27][C:28](=[O:38])[C:29]2[CH:30]=[CH:31][C:32]([C:35](=[NH:36])[NH2:49])=[CH:33][CH:34]=2)=[O:26])=[CH:20][CH:19]=1)[C:10]([O:12][C:13]([CH3:16])([CH3:15])[CH3:14])=[O:11])(=[O:6])=[O:7])[CH2:2][CH2:3][CH3:4] |f:3.4,7.8|. Procedure: In a similar manner to Example 1, t-butyl (2S)-2-(n-butylsulphonylamino)-3-[4-[3-(4-thiocarbamoylbenzoyl)ureido]phenyl]propionate (2.4 g) was reacted with iodomethane (20 ml) and acetone (150 ml) and the resultant product was treated with ammonium acetate (4.4 g), methanol (50 ml) and dichloromethane (50 ml) at ambient temperature. This yielded a crude pale yellow solid (2.3 g), which was crystallised from hot isopropanol to give the title compound (1.35 g) as an off-white solid: NMR Spectrum (D... The reactants are CC(CN1C(N(C2=C1C=CC(=C2F)C2=CC(=CC=C2)O)C)=O)(C)C (1-(2,2-dimethylpropyl)-4-fluoro-5-(3-hydroxyphenyl)-3-methyl-1,3-dihydro-2H-benzimidazol-2-one), C([O-])([O-])=O.[K+].[K+] (Potassium carbonate), ClC1=C(C=NC=C1)C#N (4-Chloro-3-cyanopyridine). Run in CS(=O)C (DMSO). Reaction conditions: time 20 minute. Yields the product CC(CN1C(N(C2=C1C=CC(=C2F)C=2C=C(OC1=CC=NC=C1C#N)C=CC2)C)=O)(C)C (4-{3-[1-(2,2-dimethylpropyl)-4-fluoro-3-methyl-2-oxo-2,3-dihydro-1H-benzimidazol-5-yl]phenoxy}nicotinonitrile). RXN SMILES: [CH3:1][C:2]([CH3:24])([CH3:23])[CH2:3][N:4]1[C:8]2[CH:9]=[CH:10][C:11]([C:14]3[CH:19]=[CH:18][CH:17]=[C:16]([OH:20])[CH:15]=3)=[C:12]([F:13])[C:7]=2[N:6]([CH3:21])[C:5]1=[O:22].C(=O)([O-])[O-].[K+].[K+].Cl[C:32]1[CH:37]=[CH:36][N:35]=[CH:34][C:33]=1[C:38]#[N:39]>CS(C)=O>[CH3:1][C:2]([CH3:24])([CH3:23])[CH2:3][N:4]1[C:8]2[CH:9]=[CH:10][C:11]([C:14]3[CH:15]=[C:16]([CH:17]=[CH:18][CH:19]=3)[O:20][C:32]3[C:33]([C:38]#[N:39])=[CH:34][N:35]=[CH:36][CH:37]=3)=[C:12]([F:13])[C:7]=2[N:6]([CH3:21])[C:5]1=[O:22] |f:1.2.3|. Reported procedure: A solution of 1-(2,2-dimethylpropyl)-4-fluoro-5-(3-hydroxyphenyl)-3-methyl-1,3-dihydro-2H-benzimidazol-2-one (7-15, 55 mg, 0.17 mmol) in DMSO (1 ml) was charged with Potassium carbonate (46.3 mg, 0.34 mmol, 2.0 eq) and 4-Chloro-3-cyanopyridine (34.8 mg, 0.25 mmol, 1.5 eq). The mixture was irradiated in a microwave at 160 deg C. for 20 min, then purified via reverse-phase HPLC (Acetonitrile/Water gradient with 0.1% TFA present) providing 4-{3-[1-(2,2-dimethylpropyl)-4-fluoro-3-methyl-2-oxo-2,3-di... Yields the product Cc1nc(C=O)c2n1-c1ccc(Cl)cc1C(c1ccccc1)=NC2. Reactants: ClCCl, Cc1nc(CO)c2n1-c1ccc(Cl)cc1C(c1ccccc1)=NC2. RXN SMILES: [CH2:25]([Cl:26])[Cl:27].[Cl:1][c:2]1[cH:3][cH:4][c:5]2[c:6]([cH:24]1)[C:7]([c:18]1[cH:19][cH:20][cH:21][cH:22][cH:23]1)=[N:8][CH2:9][c:10]1[n:11]-2[c:12]([CH3:17])[n:13][c:14]1[CH2:15][OH:16]>>[Cl:1][c:2]1[cH:3][cH:4][c:5]2[c:6]([cH:24]1)[C:7]([c:18]1[cH:19][cH:20][cH:21][cH:22][cH:23]1)=[N:8][CH2:9][c:10]1[n:11]-2[c:12]([CH3:17])[n:13][c:14]1[CH:15]=[O:16]. Reactants: [I-].C(CCC)[N+]1=C(SC(=C1C)C)C (3-butyl-2,4,5-trimethylthiazol-3-ium iodide), TEA, CC1=C(SC=C1)C(=O)Cl (3-methylthiophene-2-carbonyl chloride). The reagents and catalysts are CN(C)C=1C=CN=CC1 (DMAP). Conditions: time 8 hour. The product is C(CCC)N1/C(/SC(=C1C)C)=C/C(=O)C=1SC=CC1C ((2Z)-2-(3-butyl-4,5-dimethyl-1,3-thiazol-2(3H)-ylidene)-1-(3-methylthien-2-yl)ethanone). Reaction SMILES: [I-].[CH2:2]([N+:6]1[C:10]([CH3:11])=[C:9]([CH3:12])[S:8][C:7]=1[CH3:13])[CH2:3][CH2:4][CH3:5].[CH3:14][C:15]1[CH:19]=[CH:18][S:17][C:16]=1[C:20](Cl)=[O:21]>CN(C1C=CN=CC=1)C>[CH2:2]([N:6]1[C:10]([CH3:11])=[C:9]([CH3:12])[S:8]/[C:7]/1=[CH:13]\[C:20]([C:16]1[S:17][CH:18]=[CH:19][C:15]=1[CH3:14])=[O:21])[CH2:3][CH2:4][CH3:5] |f:0.1|. Procedure details: In a 20 mL vial 3-butyl-2,4,5-trimethylthiazol-3-ium iodide (48 mg in 0.5 mL DMA, 0.16 mmol, 1 equiv.) was added, followed by TEA (38 mg in 0.5 mL DMA, 0.37 mmol, 2.4 equiv.) and the solution went black. DMAP (2 mg in 0.5 mL DMA, 0.016 mmol, 0.1 equiv) was added next, followed by 3-methylthiophene-2-carbonyl chloride (0.9 mL of 0.2M in DMA, 1.2 equiv). The mixture was shaken overnight at room temperature and then concentrated in vacuo. The resulting residue was taken up in 1:1 DMSO/MeOH and puri... Reactants: ClCC(=O)N[C@@](CC)(C)C(=O)O ((R)-N-chloroacetylisovaline). Run in O (water). The product is ClCC(=O)N[C@@](CC)(C)C(=O)O (racemic N-chloroacetylisovaline), Cl (hydrochloric acid). As a reaction SMILES: [Cl:1][CH2:2][C:3]([NH:5][C@:6]([C:10]([OH:12])=[O:11])([CH3:9])[CH2:7][CH3:8])=[O:4]>O>[Cl:1][CH2:2][C:3]([NH:5][C@:6]([C:10]([OH:12])=[O:11])([CH3:9])[CH2:7][CH3:8])=[O:4].[ClH:1]. Procedure: In a 2-liter round-bottomed flask equipped with a condenser and a magnetic stirrer were placed 70 g of the (R)-N-chloroacetylisovaline obtained from the enzymatic resolution of racemic N-chloroacetylisovaline, 696 ml of water, and 696 ml of concentrated hydrochloric acid. The resulting mixture was heated at reflux for 2.25 hours. The mixture was then cooled to room temperature and the solvent was removed using rotary evaporation yielding a solid residue. the residue was washed with dry acetone a... Reactants: IC=1C=C(C=CC1)C (m-iodotoluene), ( 14 ), C1(=C(C=CC=C1)N)N (o-phenylenediamine), ( 12 ). Yields the product CC=1C=C(C=CC1)N(C1=C(C=CC=C1)N(C1=CC(=CC=C1)C)C1=CC(=CC=C1)C)C1=CC(=CC=C1)C (N,N,N',N'-tetrakis(3-methylphenyl)-o-phenylenediamine), ( 4 ). Isolated yield 55.1%. Reaction SMILES: [C:1]1([NH2:8])[CH:6]=[CH:5][CH:4]=[CH:3][C:2]=1[NH2:7].I[C:10]1[CH:11]=[C:12]([CH3:16])[CH:13]=[CH:14][CH:15]=1>>[CH3:16][C:12]1[CH:11]=[C:10]([N:7]([C:10]2[CH:15]=[CH:14][CH:13]=[C:12]([CH3:16])[CH:11]=2)[C:2]2[CH:3]=[CH:4][CH:5]=[CH:6][C:1]=2[N:8]([C:10]2[CH:15]=[CH:14][CH:13]=[C:12]([CH3:16])[CH:11]=2)[C:10]2[CH:15]=[CH:14][CH:13]=[C:12]([CH3:16])[CH:11]=2)[CH:15]=[CH:14][CH:13]=1. Procedure: The procedure of Example 1 was repeated except the use of 5.4 g of o-phenylenediamine of the formula (12) and 42.6 g of m-iodotoluene of the formula (14): ##STR11## as a starting material to obtain the expected compound of the formula (4) (12.6 g, yield: 55.1%). Starting materials: CO (carbinol), C(C1=CC=CC=C1)(=O)C1=CC=CC=C1 (benzophenone), C(C1=CC=CC=C1)(=O)C1=CC=CC=C1 (benzophenone), C1CCOC1 (THF), [Cl-].[NH4+] (ammonium chloride). Reagents/catalysts: C1(=CC=C(C=C1)S(=O)(=O)O)C (p-toluenesulfonic acid). Solvent: C1(=CC=CC=C1)C (toluene), C1(=CC=CC=C1)C (toluene). Conditions: time 13 hour. Product: C1(=CC=CC=C1)C(=C)C1=CC=CC=C1 (1,1-diphenylethylene). RXN SMILES: [C:1]([C:9]1[CH:14]=[CH:13][CH:12]=[CH:11][CH:10]=1)(=O)[C:2]1[CH:7]=[CH:6][CH:5]=[CH:4][CH:3]=1.[CH2:15]1COCC1.[Cl-].[NH4+].CO>C1(C)C=CC(S(O)(=O)=O)=CC=1.C1(C)C=CC=CC=1>[C:2]1([C:1]([C:9]2[CH:14]=[CH:13][CH:12]=[CH:11][CH:10]=2)=[CH2:15])[CH:7]=[CH:6][CH:5]=[CH:4][CH:3]=1 |f:2.3|. Procedure: To this reaction mixture was added dropwise a liquid mixture of 182.2 g (1.1 mol) of benzophenone (8a; Ar=R=Ph) and 365 ml of dry THF at 35° to 40° C. over a period of 30 minutes. This mixture was stirred at that temperature for 2 hours and for further 13 hours to complete the reaction. The reaction mixture was poured into 1.4 kg of cooled 10% aqueous ammonium chloride solution with cooling with ice. This mixture was stirred for 30 minutes, allowed to stand, and then subjected to liquid separati... As a reaction SMILES: [N:1]1[CH:6]=[CH:5][CH:4]=[CH:3][C:2]=1[CH2:7][C:8]([O:10][CH3:11])=[O:9].[Li+].[CH3:13][Si]([N-][Si](C)(C)C)(C)C.IC>C1COCC1>[N:1]1[CH:6]=[CH:5][CH:4]=[CH:3][C:2]=1[CH:7]([CH3:13])[C:8]([O:10][CH3:11])=[O:9] |f:1.2|. Yields the product N1=C(C=CC=C1)C(C(=O)OC)C (methyl 2-(pyridin-2-yl)propanoate). Procedure: Methyl 2-pyridylacetate (6.81 mL, 50 mmol) was added dropwise to LHMDS (1.0M in THF, 50 mL) and THF (65 mL) cooled to 0° C. After 30 minutes iodomethane (3.97 g, 63.5 mmol) was added to the solution. After stirring for 1 hour at 0° C. the solution was concentrated and the residue was purified by silica gel chromatography using a hexanes/EtOAc gradient to give the indicated product. 1H NMR (400 MHz, CHCl3-d): δ 8.56 (d, J=4.9 Hz, 1H); 7.66 (td, J=7.6, 1.8 Hz, 1H); 7.18 (dd, J=7.6, 4.9 Hz, 1H); 3.... Solvent: C1CCOC1 (THF). The reactants are N1=C(C=CC=C1)CC(=O)OC (Methyl 2-pyridylacetate), [Li+].C[Si](C)(C)[N-][Si](C)(C)C (LHMDS), IC (iodomethane). Conditions: temperature 0 celsius, time 1 hour. Starting materials: O[C@H]1CC[C@H](CC1)N1C(C2(CC1)CCN(CC2)C2=NC=C(C=C2C)[N+](=O)[O-])=O (2-(cis-4-hydroxycyclohexyl)-8-(3-methyl-5-nitropyridin-2-yl)-2,8-diazaspiro[4.5]decan-1-one). Reagents/catalysts: [Pd] (Pd/C). Run in CO (methanol). Reaction conditions: time 2 hour. The product is NC=1C=C(C(=NC1)N1CCC2(CCN(C2=O)[C@@H]2CC[C@@H](CC2)O)CC1)C (8-(5-amino-3-methylpyridin-2-yl)-2-(cis-4-hydroxycyclohexyl)-2,8-diazaspiro[4.5]decan-1-one). Reaction SMILES: [OH:1][C@@H:2]1[CH2:7][CH2:6][C@H:5]([N:8]2[CH2:12][CH2:11][C:10]3([CH2:17][CH2:16][N:15]([C:18]4[C:23]([CH3:24])=[CH:22][C:21]([N+:25]([O-])=O)=[CH:20][N:19]=4)[CH2:14][CH2:13]3)[C:9]2=[O:28])[CH2:4][CH2:3]1>CO.[Pd]>[NH2:25][C:21]1[CH:22]=[C:23]([CH3:24])[C:18]([N:15]2[CH2:16][CH2:17][C:10]3([C:9](=[O:28])[N:8]([C@H:5]4[CH2:4][CH2:3][C@@H:2]([OH:1])[CH2:7][CH2:6]4)[CH2:12][CH2:11]3)[CH2:13][CH2:14]2)=[N:19][CH:20]=1. Procedure details: Pd/C (15 mg) was added to a solution of 2-(cis-4-hydroxycyclohexyl)-8-(3-methyl-5-nitropyridin-2-yl)-2,8-diazaspiro[4.5]decan-1-one in methanol (5.0 mL) under an atmosphere of nitrogen. The mixture was stirred under an atmosphere of hydrogen for 2 hrs, and filtered. The filtrate was concentrated to give 8-(5-amino-3-methylpyridin-2-yl)-2-(cis-4-hydroxycyclohexyl)-2,8-diazaspiro[4.5]decan-1-one.